From a dataset of the Open Reaction Database (ORD), a public repository of structured organic reaction records. describe an organic reaction: reactants, conditions, products, and yield Reactants: C(C)(=O)NC1=CN=C(S1)S (5-acetamido-2-mercapto-1,3-thiazole), BrCC(=O)O (bromoacetic acid). The solvent is CN(C)C=O (DMF). Conditions: time 2 hour. Yields the product C(C)(=O)NC1=CN=C(S1)SCC(=O)O (5-Acetamido-2-carboxymethylthio-1,3-thiazole). The yield is 66.7%. Reaction SMILES: [C:1]([NH:4][C:5]1[S:9][C:8]([SH:10])=[N:7][CH:6]=1)(=[O:3])[CH3:2].Br[CH2:12][C:13]([OH:15])=[O:14]>CN(C=O)C>[C:1]([NH:4][C:5]1[S:9][C:8]([S:10][CH2:12][C:13]([OH:15])=[O:14])=[N:7][CH:6]=1)(=[O:3])[CH3:2]. Procedure details: 3.48 g (20 mmol) of 5-acetamido-2-mercapto-1,3-thiazole were dissolved in 90 ml of dry DMF, 2.78 g (20 mmol) of bromoacetic acid were added, and the mixture was stirred at room temperature for 2 hours. The solvent was then removed in vacuo, and the solid residue was washed with diethyl ether. After recrystallization from isopropanol/diethyl ether, 3.1 g (67%) of the title compound were obtained.